This data is from the Open Reaction Database (ORD), a public repository of structured organic reaction records. The task is: describe an organic reaction: reactants, conditions, products, and yield Starting materials: Fc1ccc(Cc2cc(-c3ccncc3)n[nH]2)cc1, [H-], IC1CN(C(c2ccccc2)c2ccccc2)C1, [Na+], CN(C)C=O. Product: Fc1ccc(Cc2cc(-c3ccncc3)nn2C2CN(C(c3ccccc3)c3ccccc3)C2)cc1. As a reaction SMILES: [F:1][c:2]1[cH:3][cH:4][c:5]([CH2:6][c:7]2[cH:8][c:9](-[c:12]3[cH:13][cH:14][n:15][cH:16][cH:17]3)[n:10][nH:11]2)[cH:18][cH:19]1.[H-:21].[I:22][CH:23]1[CH2:24][N:25]([CH:27]([c:28]2[cH:29][cH:30][cH:31][cH:32][cH:33]2)[c:34]2[cH:35][cH:36][cH:37][cH:38][cH:39]2)[CH2:26]1.[Na+:20].[O:40]=[CH:41][N:42]([CH3:43])[CH3:44]>>[F:1][c:2]1[cH:3][cH:4][c:5]([CH2:6][c:7]2[cH:8][c:9](-[c:12]3[cH:13][cH:14][n:15][cH:16][cH:17]3)[n:10][n:11]2[CH:23]2[CH2:24][N:25]([CH:27]([c:28]3[cH:29][cH:30][cH:31][cH:32][cH:33]3)[c:34]3[cH:35][cH:36][cH:37][cH:38][cH:39]3)[CH2:26]2)[cH:18][cH:19]1. Starting materials: ClCCl, O=[Mn]=O, CC(C)(C)OC(=O)N1CCC=C(CO)C1. Yields the product CC(C)(C)OC(=O)N1CCC=C(C=O)C1. Reaction SMILES: [Cl:16][CH2:17][Cl:18].[O:19]=[Mn:20]=[O:21].[OH:1][CH2:2][C:3]1=[CH:4][CH2:5][CH2:6][N:7]([C:9](=[O:10])[O:11][C:12]([CH3:13])([CH3:14])[CH3:15])[CH2:8]1>>[O:1]=[CH:2][C:3]1=[CH:4][CH2:5][CH2:6][N:7]([C:9](=[O:10])[O:11][C:12]([CH3:13])([CH3:14])[CH3:15])[CH2:8]1. Reactants: [Na+].[Cl-] (NaCl), C(CN(CC(=O)O)CC(=O)O)N(CC(=O)O)CC(=O)O (EDTA), C(CO)N(CCO)C(CO)(CO)CO.C(C)(=O)[O-] (bistris acetate), complex 7, C(CN(CC(=O)O)CC(=O)O)N(CC(=O)O)CC(=O)O (EDTA). The solvent is P(=O)([O-])([O-])[O-].[Na+].[Na+].[Na+] (sodium phosphate). Product: Cl.N(CCO)(CCO)CCO (triethanolamine-HCl). Reaction SMILES: [Na+].[Cl-:2].C(N(CC(O)=O)CC(O)=O)CN(CC(O)=O)CC(O)=O.[CH2:23]([N:26]([C:30](CO)(CO)[CH2:31][OH:32])[CH2:27][CH2:28][OH:29])[CH2:24][OH:25].C([O-])(=O)C>P([O-])([O-])([O-])=O.[Na+].[Na+].[Na+]>[ClH:2].[N:26]([CH2:30][CH2:31][OH:32])([CH2:27][CH2:28][OH:29])[CH2:23][CH2:24][OH:25] |f:0.1,3.4,5.6.7.8,9.10|. Procedure: Modified J5 (8 mg, 0.05 μmol) in 5 mM bistris-acetate buffer, pH 5.8 (15 mL), containing NaCl (50 mM), and EDTA (1 mM) is mixed at 0° C. with a 5-fold molar excess of complex 7 (8 mg of gelonin) in 100 mM sodium phosphate buffer, pH 7.0 (11 mL), containing EDTA (1 mM) and then with 0.5 M triethanolamine-HCl buffer, pH 8.0, (0.15 mL) to give a final pH of 7.0. The mixture is incubated at 0° C. for 2 hours and then freshly prepared N-ethylmaleimide (1 mM) in ethanol (0.26 mL) is added to block any... Starting materials: CC(C)(C)OC(=O)NCCCCNc1c([N+](=O)[O-])cnc2ccccc12, C, CO, CCOC(C)=O, [Pd]. Yields the product CC(C)(C)OC(=O)NCCCCNc1c(N)cnc2ccccc12. As a reaction SMILES: [C:1]([CH3:2])([CH3:3])([CH3:4])[O:5][C:6](=[O:7])[NH:8][CH2:9][CH2:10][CH2:11][CH2:12][NH:13][c:14]1[c:15]([N+:24]([O-:25])=[O:26])[cH:16][n:17][c:18]2[cH:19][cH:20][cH:21][cH:22][c:23]12.[C:29].[CH3:27][OH:28].[CH3:31][CH2:32][O:33][C:34](=[O:35])[CH3:36].[Pd:30]>>[C:1]([CH3:2])([CH3:3])([CH3:4])[O:5][C:6](=[O:7])[NH:8][CH2:9][CH2:10][CH2:11][CH2:12][NH:13][c:14]1[c:15]([NH2:24])[cH:16][n:17][c:18]2[cH:19][cH:20][cH:21][cH:22][c:23]12. Starting materials: C(#N)C1=CC2=C(OC(C=C2N2C(C=C(C=C2)CO[Si](C)(C)C(C)(C)C)=O)(C)C)C=C1 (6-cyano-2,2-dimethyl-4-(1,2-dihydro-2-oxo-4-t-butyldimethylsilyloxymethyl-1-pyridinyl)-2H-benzo[b]pyran), Cl (hydrochloric acid). Solvent: CO (methanol), O1CCOCC1 (dioxane). The product is C(#N)C1=CC2=C(OC(C=C2N2C(C=C(C=C2)CO)=O)(C)C)C=C1 (6-cyano-2,2-dimethyl-4-(1,2-dihydro-2-oxo-4-hydroxymethyl-1-pyridinyl)-2H-benzo[b]pyran). Isolated yield 100.2%. Reaction SMILES: [C:1]([C:3]1[CH:30]=[CH:29][C:6]2[O:7][C:8]([CH3:28])([CH3:27])[CH:9]=[C:10]([N:11]3[CH:16]=[CH:15][C:14]([CH2:17][O:18][Si](C(C)(C)C)(C)C)=[CH:13][C:12]3=[O:26])[C:5]=2[CH:4]=1)#[N:2].Cl>CO.O1CCOCC1>[C:1]([C:3]1[CH:30]=[CH:29][C:6]2[O:7][C:8]([CH3:27])([CH3:28])[CH:9]=[C:10]([N:11]3[CH:16]=[CH:15][C:14]([CH2:17][OH:18])=[CH:13][C:12]3=[O:26])[C:5]=2[CH:4]=1)#[N:2]. Reported procedure: In 10.5 ml of methanol, is dissolved 1.04 g of 6-cyano-2,2-dimethyl-4-(1,2-dihydro-2-oxo-4-t-butyldimethylsilyloxymethyl-1-pyridinyl)-2H-benzo[b]pyran obtained in Example 8. Then, 2.59 ml of a 4N hydrochloric acid in dioxane is added to the solution at 0° C., and the resulting mixture is reacted at room temperature for 2 hours. The reaction mixture is concentrated under reduced pressure, the residue is mixed with ethyl acetate and water and the product is extracted into the ethyl acetate. The or... Reaction SMILES: [NH2:1][C:2]1[N:6]([C:7]([O:9][C:10]([CH3:13])([CH3:12])[CH3:11])=[O:8])[N:5]=[C:4]([C:14]2[CH:67]=[CH:66][C:17](OCC3C=CC(C4SC(N5CCC6C(=C(C(=O)N(C7SC8C=CC=CC=8N=7)COCC[Si](C)(C)C)C=CC=6)C5)=NC=4C(OCC)=O)=CC=3)=[CH:16][CH:15]=2)[C:3]=1[C:68]#[N:69].NC1N(C(OC(C)(C)C)=O)N=C(C2C=CC(O)=CC=2)C=1C#N.[OH:92][CH2:93][C:94]1[S:98][C:97]([N:99]2[CH2:108][CH2:107][C:106]3[C:101](=[C:102]([C:109](=[O:128])/[N:110]=[C:111]4/[S:112][C:113]5[CH:127]=[CH:126][CH:125]=[CH:124][C:114]=5[N:115]/4[CH2:116][O:117][CH2:118][CH2:119][Si:120]([CH3:123])([CH3:122])[CH3:121])[CH:103]=[CH:104][CH:105]=3)[CH2:100]2)=[N:96][C:95]=1[C:129]([O:131][CH3:132])=[O:130].NC1N(C(OC(C)(C)C)=O)N=C(C2C=CC=C(O)C=2)C=1C#N>>[NH2:1][C:2]1[N:6]([C:7]([O:9][C:10]([CH3:13])([CH3:12])[CH3:11])=[O:8])[N:5]=[C:4]([C:14]2[CH:15]=[C:16]([CH:17]=[CH:66][CH:67]=2)[O:92][CH2:93][C:94]2[S:98][C:97]([N:99]3[CH2:108][CH2:107][C:106]4[C:101](=[C:102]([C:109](=[O:128])/[N:110]=[C:111]5/[S:112][C:113]6[CH:127]=[CH:126][CH:125]=[CH:124][C:114]=6[N:115]/5[CH2:116][O:117][CH2:118][CH2:119][Si:120]([CH3:123])([CH3:122])[CH3:121])[CH:103]=[CH:104][CH:105]=4)[CH2:100]3)=[N:96][C:95]=2[C:129]([O:131][CH3:132])=[O:130])[C:3]=1[C:68]#[N:69]. Yields the product NC1=C(C(=NN1C(=O)OC(C)(C)C)C=1C=C(OCC2=C(N=C(S2)N2CC3=C(C=CC=C3CC2)C(/N=C\2/SC3=C(N2COCC[Si](C)(C)C)C=CC=C3)=O)C(=O)OC)C=CC1)C#N ((E)-methyl 5-((3-(5-amino-1-(tert-butoxycarbonyl)-4-cyano-1H-pyrazol-3-yl)phenoxy)methyl)-2-(8-(3-((2-(trimethylsilyl)ethoxy)methyl)benzo[d]thiazol-2(3H)-ylidenecarbamoyl)-3,4-dihydroisoquinolin-2(1H)-yl)thiazole-4-carboxylate). Starting materials: NC1=C(C(=NN1C(=O)OC(C)(C)C)C1=CC=C(OCC2=CC=C(C=C2)C2=C(N=C(S2)N2CC3=C(C=CC=C3CC2)C(N(COCC[Si](C)(C)C)C=2SC3=C(N2)C=CC=C3)=O)C(=O)OCC)C=C1)C#N (ethyl 5-(4-((4-(5-amino-1-(tert-butoxycarbonyl)-4-cyano-1H-pyrazol-3-yl)phenoxy)methyl)phenyl)-2-(8-(benzo[d]thiazol-2-yl((2-(trimethylsilyl)ethoxy)methyl)carbamoyl)-3,4-dihydroisoquinolin-2(1H)-yl)thiazole-4-carboxylate), NC1=C(C(=NN1C(=O)OC(C)(C)C)C1=CC(=CC=C1)O)C#N (tert-butyl 5-amino-4-cyano-3-(3-hydroxyphenyl)-1H-pyrazole-1-carboxylate), NH4 H2O, NC1=C(C(=NN1C(=O)OC(C)(C)C)C1=CC=C(C=C1)O)C#N (tert-butyl 5-amino-4-cyano-3-(4-hydroxyphenyl)-1H-pyrazole-1-carboxylate), OCC1=C(N=C(S1)N1CC2=C(C=CC=C2CC1)C(/N=C\1/SC2=C(N1COCC[Si](C)(C)C)C=CC=C2)=O)C(=O)OC ((E)-methyl 5-(hydroxymethyl)-2-(8-(3-((2-(trimethylsilyl)ethoxy)methyl)benzo[d]thiazol-2(3H)-ylidenecarbamoyl)-3,4-dihydroisoquinolin-2(1H)-yl)thiazole-4-carboxylate). Procedure: The title compound (46A) was prepared in a similar manner to the synthesis of compound 35A by substituting compound 34D and compound 31F with compound 45D and compound 36A, respectively, in step 1 of Example 35: LCMS (ESI(+)): m/z 892 (M+NH4—H2O). The reactants are BrC1=CC=C2C=3C(C4=C(C(C3NC2=C1)(C)C)C=CC(=C4)OC[C@@H]4OC(OC4)(C)C)=O (3-Bromo-9-((S)-2,2-dimethyl-[1,3]dioxolan-4-yl methoxy)-6,6-dimethyl-5,6-dihydro-benzo[b]carbazol-11-one). The reagents and catalysts are Cl (hydrochloric acid). Run in CO (methanol), C1CCOC1 (THF). Run at temperature 50 celsius, time 1 hour. Product: BrC1=CC=C2C=3C(C4=C(C(C3NC2=C1)(C)C)C=CC(=C4)OC[C@@H](CO)O)=O (3-Bromo-9-((R)-2,3-dihydroxy-propoxy)-6,6-dimethyl-5,6-dihydro-benzo[b]carbazol-11-one). The yield is 98.1%. RXN SMILES: [Br:1][C:2]1[CH:14]=[C:13]2[C:5]([C:6]3[C:7](=[O:30])[C:8]4[CH:20]=[C:19]([O:21][CH2:22][C@H:23]5[CH2:27][O:26]C(C)(C)[O:24]5)[CH:18]=[CH:17][C:9]=4[C:10]([CH3:16])([CH3:15])[C:11]=3[NH:12]2)=[CH:4][CH:3]=1>CO.C1COCC1.Cl>[Br:1][C:2]1[CH:14]=[C:13]2[C:5]([C:6]3[C:7](=[O:30])[C:8]4[CH:20]=[C:19]([O:21][CH2:22][C@H:23]([OH:24])[CH2:27][OH:26])[CH:18]=[CH:17][C:9]=4[C:10]([CH3:16])([CH3:15])[C:11]=3[NH:12]2)=[CH:4][CH:3]=1. Reported procedure: 3-Bromo-9-((S)-2,2-dimethyl-[1,3]dioxolan-4-yl methoxy)-6,6-dimethyl-5,6-dihydro-benzo[b]carbazol-11-one (Compound JJ3-1, 18.7 mg, 0.0398 mmol) was dissolved in methanol (1 mL) and THF (0.3 mL), added with 1 N hydrochloric acid (5 drops) and stirred at 50° C. for 1 hr. After cooling, the reaction solution was concentrated under reduced pressure, and the resulting residues were added with dichloromethane, and the solid was separated by filtration to obtain the title compound (yellow powder, 16.8 ...